This data is from the Open Reaction Database (ORD), a public repository of structured organic reaction records. The task is: describe an organic reaction: reactants, conditions, products, and yield Starting materials: CCCCCc1ccc(S(=O)(=O)Cl)cc1, O, O=S(=O)(O)O, [Zn]. Product: CCCCCc1ccc(S)cc1. Reaction SMILES: [CH2:1]([CH2:2][CH2:3][CH2:4][CH3:5])[c:6]1[cH:7][cH:8][c:9]([S:12]([Cl:13])(=[O:14])=[O:15])[cH:10][cH:11]1.[OH2:21].[S:16](=[O:17])(=[O:18])([OH:19])[OH:20].[Zn:22]>>[CH2:1]([CH2:2][CH2:3][CH2:4][CH3:5])[c:6]1[cH:7][cH:8][c:9]([SH:12])[cH:10][cH:11]1. Starting materials: ClC(Cl)Cl, Cn1c(=O)c(Oc2ccccc2F)cc2cnc(S(C)(=O)=O)nc21, CC(=O)NCCN. Yields the product CC(=O)NCCNc1ncc2cc(Oc3ccccc3F)c(=O)n(C)c2n1. Reaction SMILES: [CH:32]([Cl:33])([Cl:34])[Cl:35].[F:1][c:2]1[c:3]([O:4][c:5]2[cH:6][c:7]3[c:8]([n:9][c:10]([S:13]([CH3:14])(=[O:15])=[O:16])[n:11][cH:12]3)[n:17]([CH3:20])[c:18]2=[O:19])[cH:21][cH:22][cH:23][cH:24]1.[NH2:25][CH2:26][CH2:27][NH:28][C:29]([CH3:30])=[O:31]>>[F:1][c:2]1[c:3]([O:4][c:5]2[cH:6][c:7]3[c:8]([n:9][c:10]([NH:25][CH2:26][CH2:27][NH:28][C:29]([CH3:30])=[O:31])[n:11][cH:12]3)[n:17]([CH3:20])[c:18]2=[O:19])[cH:21][cH:22][cH:23][cH:24]1. Reactants: O=C1NC(C(N1)(COCC=C)C=1C=C(C#N)C=CC1)=O (3-[2,5-dioxo-4-[(2-propenyloxy)methyl]imidazolidin-4-yl]benzonitrile), BrC1=CC(=C(C#N)C=C1)C(F)(F)F (4-bromo-2-(trifluoromethyl)benzonitrile). The reagents and catalysts are [Cu]=O (copper oxide). The solvent is CC(=O)N(C)C (DMAC). Run at temperature 130 celsius. Yields the product C(#N)C=1C=C(C=CC1)C1(NC(N(C1=O)C1=CC(=C(C#N)C=C1)C(F)(F)F)=O)COCC=C (4-[4-(3-Cyanophenyl)-2,5-dioxo-4-[(2-propenyloxy)methyl]imidazolidin-1-yl]-2-trifluoromethylbenzonitrile). RXN SMILES: [O:1]=[C:2]1[NH:6][C:5]([C:12]2[CH:13]=[C:14]([CH:17]=[CH:18][CH:19]=2)[C:15]#[N:16])([CH2:7][O:8][CH2:9][CH:10]=[CH2:11])[C:4](=[O:20])[NH:3]1.Br[C:22]1[CH:29]=[CH:28][C:25]([C:26]#[N:27])=[C:24]([C:30]([F:33])([F:32])[F:31])[CH:23]=1>CC(N(C)C)=O.[Cu]=O>[C:15]([C:14]1[CH:13]=[C:12]([C:5]2([CH2:7][O:8][CH2:9][CH:10]=[CH2:11])[C:4](=[O:20])[N:3]([C:22]3[CH:29]=[CH:28][C:25]([C:26]#[N:27])=[C:24]([C:30]([F:31])([F:33])[F:32])[CH:23]=3)[C:2](=[O:1])[NH:6]2)[CH:19]=[CH:18][CH:17]=1)#[N:16]. Reported procedure: To a solution of 579 mg of 3-[2,5-dioxo-4-[(2-propenyloxy)methyl]imidazolidin-4-yl]benzonitrile and 534 mg of 4-bromo-2-(trifluoromethyl)benzonitrile in DMAC (2.5 mL), 183 mg of copper oxide are added. The mixture is refluxed overnight at 130° C. The mixture is concentrated, taken in DCM, washed with a solution of 10% aqueous ammonia solution and brine. The organic phase is dried over magnesium sulfate, concentrated under vacuum and purified on silica gel (ethyl acetate/cyclohexane 0/100 to 50/5... Reactants: O (water), C1(=CC=C(C=C1)C[C@@H]1CCC(N1C(C(C)(C)C)=O)=O)C1=CC=CC=C1 ((S)-5-biphenyl-4-ylmethyl-1-(2,2-dimethylpropionyl)pyrrolidin-2-one), C[Si](C)(C)[N-][Si](C)(C)C.[Li+] (Lithium bis(trimethylsilyl)amide), C1(=CC=CC=C1)[Se]Br (phenyl selenyl bromide). The solvent is C1(=CC=CC=C1)C (toluene), C1(=CC=CC=C1)C (toluene). Run at temperature -15 celsius, time 1 hour. Product: C1(=CC=C(C=C1)C[C@@H]1C=CC(N1C(C(C)(C)C)=O)=O)C1=CC=CC=C1 ((R)-5-Biphenyl-4-ylmethyl-1-(2,2-dimethylpropionyl)-1,5-dihydropyrrol-2-one). Reaction SMILES: [C:1]1([C:20]2[CH:25]=[CH:24][CH:23]=[CH:22][CH:21]=2)[CH:6]=[CH:5][C:4]([CH2:7][C@H:8]2[N:12]([C:13](=[O:18])[C:14]([CH3:17])([CH3:16])[CH3:15])[C:11](=[O:19])[CH2:10][CH2:9]2)=[CH:3][CH:2]=1.C[Si]([N-][Si](C)(C)C)(C)C.[Li+].C1([Se]Br)C=CC=CC=1.O>C1(C)C=CC=CC=1>[C:1]1([C:20]2[CH:21]=[CH:22][CH:23]=[CH:24][CH:25]=2)[CH:2]=[CH:3][C:4]([CH2:7][C@H:8]2[N:12]([C:13](=[O:18])[C:14]([CH3:16])([CH3:17])[CH3:15])[C:11](=[O:19])[CH:10]=[CH:9]2)=[CH:5][CH:6]=1 |f:1.2|. Procedure: 1.68 g (S)-5-biphenyl-4-ylmethyl-1-(2,2-dimethylpropionyl)pyrrolidin-2-one (1, R1=pivaloyl) is added to 10 ml toluene. The mixture is then cooled to −15° C. 5.5 ml Lithium bis(trimethylsilyl)amide (1 M in THF) is then added. After 1 h, a mixture of 1.3 g phenyl selenyl bromide in 10 ml toluene is added. After a further 30 min, 100 ml water is added. The phases are separated and the organic phase concentrated in vacuo. The residue is taken up in 25 ml ethyl acetate and then 5.1 ml hydrogen peroxi...